This data is from the Open Reaction Database (ORD), a public repository of structured organic reaction records. The task is: describe an organic reaction: reactants, conditions, products, and yield The reactants are O=C([O-])[O-], Fc1ccc(C2(C(F)(F)SCCOCc3ccccc3)CO2)c(F)c1, CS(C)=O, [K+], [K+], c1nc[nH]n1. Yields the product OC(Cn1cncn1)(c1ccc(F)cc1F)C(F)(F)SCCOCc1ccccc1. Reaction SMILES: [C:31](=[O:32])([O-:33])[O-:34].[CH2:1]([c:2]1[cH:3][cH:4][cH:5][cH:6][cH:7]1)[O:8][CH2:9][CH2:10][S:11][C:12]([C:13]1([c:16]2[c:17]([F:23])[cH:18][c:19]([F:22])[cH:20][cH:21]2)[CH2:14][O:15]1)([F:24])[F:25].[CH3:37][S:38]([CH3:39])=[O:40].[K+:35].[K+:36].[nH:26]1[n:27][cH:28][n:29][cH:30]1>>[CH2:1]([c:2]1[cH:3][cH:4][cH:5][cH:6][cH:7]1)[O:8][CH2:9][CH2:10][S:11][C:12]([C:13]([CH2:14][n:26]1[n:27][cH:28][n:29][cH:30]1)([OH:15])[c:16]1[c:17]([F:23])[cH:18][c:19]([F:22])[cH:20][cH:21]1)([F:24])[F:25]. The reactants are CC(C)=O, COc1ccc(Cl)cc1C(=O)Cl, Cl, NCc1ccc(CC(=O)O)cc1, [Na+], [OH-], O. Product: COc1ccc(Cl)cc1C(=O)NCc1ccc(CC(=O)O)cc1. As a reaction SMILES: [CH3:26][C:27](=[O:28])[CH3:29].[Cl:1][c:2]1[cH:3][cH:4][c:5]([O:11][CH3:12])[c:6]([C:7](=[O:8])[Cl:9])[cH:10]1.[ClH:13].[NH2:14][CH2:15][c:16]1[cH:17][cH:18][c:19]([CH2:22][C:23](=[O:24])[OH:25])[cH:20][cH:21]1.[Na+:31].[OH-:30].[OH2:32]>>[Cl:1][c:2]1[cH:3][cH:4][c:5]([O:11][CH3:12])[c:6]([C:7](=[O:8])[NH:14][CH2:15][c:16]2[cH:17][cH:18][c:19]([CH2:22][C:23](=[O:24])[OH:25])[cH:20][cH:21]2)[cH:10]1. Reactants: C1(=CC=CC=C1)C1=NC=C(C=N1)C=1N=C(NC1)C1CN(CCC1)C(=O)OC(C)(C)C ((±)-tert-butyl 3-(4-(2-phenylpyrimidin-5-yl)-1H-imidazol-2-yl)piperidine-1-carboxylate), FC(C(=O)O)(F)F (trifluoroacetic acid). Solvent: C1(=CC=CC=C1)C (toluene). Yields the product C1(=CC=CC=C1)C1=NC=C(C=N1)C1=CN=C(N1)C1CNCCC1 ((±)-2-phenyl-5-(2-(piperidin-3-yl)-1H-imidazol-5-yl)pyrimidine). Reaction SMILES: [C:1]1([C:7]2[N:12]=[CH:11][C:10]([C:13]3[N:14]=[C:15]([CH:18]4[CH2:23][CH2:22][CH2:21][N:20](C(OC(C)(C)C)=O)[CH2:19]4)[NH:16][CH:17]=3)=[CH:9][N:8]=2)[CH:6]=[CH:5][CH:4]=[CH:3][CH:2]=1.FC(F)(F)C(O)=O>C1(C)C=CC=CC=1>[C:1]1([C:7]2[N:12]=[CH:11][C:10]([C:13]3[NH:14][C:15]([CH:18]4[CH2:23][CH2:22][CH2:21][NH:20][CH2:19]4)=[N:16][CH:17]=3)=[CH:9][N:8]=2)[CH:2]=[CH:3][CH:4]=[CH:5][CH:6]=1. Procedure: Solid (±)-tert-butyl 3-(4-(2-phenylpyrimidin-5-yl)-1H-imidazol-2-yl)piperidine-1-carboxylate (Example 21) was treated with 0.5 mL of trifluoroacetic acid at room temperature for 0.5 hour. Three times the reaction mixture was diluted with toluene and concentrated to give a dark semi-solid. The crude material was chromatographed on silica (4 g) eluted with 1:10:90 v/v acetic acid-methanol-dichloromethane. The clean fractions were collected, concentrated under reduced pressure, and the material was...